The task is: describe an organic reaction: reactants, conditions, products, and yield. This data is from the Open Reaction Database (ORD), a public repository of structured organic reaction records. The reactants are COC[C@@H](C1=CC=CC=C1)NC([C@H](NC([C@@H](NC(=O)OCC1=CC=CC=C1)C(C(O)=O)CC1=CC=CC=C1)=O)C(C)C)=O (N-benzyloxycarbonyl-β-benzyl-L-aspartyl-D-valine (R)-α-methoxymethylbenzylamide). The reagents and catalysts are [Pd].[C] (Pd carbon). Run in CO (methanol), O (water). Reaction conditions: temperature 40 celsius. Yields the product COC[C@@H](C1=CC=CC=C1)NC([C@H](NC([C@@H](N)CC(O)=O)=O)C(C)C)=O (α-L-aspartyl-D-valine (R)-α-methoxymethylbenzylamide). The yield is 70.1%. RXN SMILES: [CH3:1][O:2][CH2:3][C@H:4]([NH:11][C:12](=[O:43])[C@@H:13]([CH:40]([CH3:42])[CH3:41])[NH:14][C:15](=[O:39])[C@H:16]([CH:28](CC1C=CC=CC=1)[C:29](=[O:31])[OH:30])[NH:17]C(OCC1C=CC=CC=1)=O)[C:5]1[CH:10]=[CH:9][CH:8]=[CH:7][CH:6]=1>CO.O.[Pd].[C]>[CH3:1][O:2][CH2:3][C@H:4]([NH:11][C:12](=[O:43])[C@@H:13]([CH:40]([CH3:41])[CH3:42])[NH:14][C:15](=[O:39])[C@H:16]([CH2:28][C:29](=[O:30])[OH:31])[NH2:17])[C:5]1[CH:6]=[CH:7][CH:8]=[CH:9][CH:10]=1 |f:3.4|. Procedure details: To a suspension of 6.20 g (10.5 mmols) of N-benzyloxycarbonyl-β-benzyl-L-aspartyl-D-valine (R)-α-methoxymethylbenzylamide in 200 ml of methanol and 50 ml of water was added 1.50 g of 10% Pd-carbon (water content 50%). The mixture was reduced under hydrogen under heat at 40° C. The catalyst was removed by filtration, and the resulting filtrate was concentrated under reduced pressure to 15 ml. The crystal thus precipitated was removed by filtration and dried to obtain 2.69 g (7.36 mmols, 70.0% ) o... Product: CC(C)(C)OC(=O)N1CCc2c(n(CCOc3ccccc3)c3c(Cl)c(Cl)ccc23)CC1. Reactants: BrCCOc1ccccc1, CC(C)(C)OC(=O)N1CCc2[nH]c3c(Cl)c(Cl)ccc3c2CC1, [H-], [Na+], CN(C)C=O. Reaction SMILES: [Br:26][CH2:27][CH2:28][O:29][c:30]1[cH:31][cH:32][cH:33][cH:34][cH:35]1.[Cl:3][c:4]1[c:5]([Cl:25])[cH:6][cH:7][c:8]2[c:9]3[c:10]([nH:11][c:12]12)[CH2:13][CH2:14][N:15]([C:18](=[O:19])[O:20][C:21]([CH3:22])([CH3:23])[CH3:24])[CH2:16][CH2:17]3.[H-:1].[Na+:2].[O:36]=[CH:37][N:38]([CH3:39])[CH3:40]>>[Cl:3][c:4]1[c:5]([Cl:25])[cH:6][cH:7][c:8]2[c:9]3[c:10]([n:11]([CH2:27][CH2:28][O:29][c:30]4[cH:31][cH:32][cH:33][cH:34][cH:35]4)[c:12]12)[CH2:13][CH2:14][N:15]([C:18](=[O:19])[O:20][C:21]([CH3:22])([CH3:23])[CH3:24])[CH2:16][CH2:17]3.